From a dataset of the Open Reaction Database (ORD), a public repository of structured organic reaction records. describe an organic reaction: reactants, conditions, products, and yield Reactants: C(#CC)[Mg]Br (prop-1-ynyl-magnesium bromide), OC1=C(C=C(C#N)C=C1)I (4-Hydroxy-3-iodobenzonitrile), CO (MeOH), OC1=C(C=C(C#N)C=C1)I (4-Hydroxy-3-iodobenzonitrile), S1(=O)(=O)NC(=O)C2=CC=CC=C12 (saccharine). Reagents/catalysts: C=1C=CC(=CC1)[P](C=2C=CC=CC2)(C=3C=CC=CC3)[Pd]([P](C=4C=CC=CC4)(C=5C=CC=CC5)C=6C=CC=CC6)([P](C=7C=CC=CC7)(C=8C=CC=CC8)C=9C=CC=CC9)[P](C=1C=CC=CC1)(C=1C=CC=CC1)C=1C=CC=CC1 (Pd(PPh3)4), [Cu]I (CuI), [Cl-].[Cl-].[Zn+2] (ZnCl2). Solvent: C1CCOC1 (THF), C1CCOC1 (THF). Conditions: time 10 minute. Product: OC1=C(C=C(C#N)C=C1)C#CC (4-Hydroxy-3-(prop-1-ynyl)benzonitrile). Yield: 186.5%. As a reaction SMILES: [OH:1][C:2]1[CH:9]=[CH:8][C:5]([C:6]#[N:7])=[CH:4][C:3]=1I.S1(C2[C:17](=[CH:18]C=CC=2)[C:15](=O)N1)(=O)=O.C([Mg]Br)#CC.CO>C1COCC1.[Cl-].[Cl-].[Zn+2].C1C=CC([P]([Pd]([P](C2C=CC=CC=2)(C2C=CC=CC=2)C2C=CC=CC=2)([P](C2C=CC=CC=2)(C2C=CC=CC=2)C2C=CC=CC=2)[P](C2C=CC=CC=2)(C2C=CC=CC=2)C2C=CC=CC=2)(C2C=CC=CC=2)C2C=CC=CC=2)=CC=1.[Cu]I>[OH:1][C:2]1[CH:9]=[CH:8][C:5]([C:6]#[N:7])=[CH:4][C:3]=1[C:15]#[C:17][CH3:18] |f:5.6.7,^1:41,43,62,81|. Procedure details: A suspension of the product of Step A (0.3 g; 1.22 mmol) in HMDSA (2 ml) and saccharine (0.1 g) was refluxed under N2 until reaction became homogenous (˜30 min). After cooling to room temperature, the HMDSA was removed in vacuo and the residue was diluted to 4 ml with anhydrous THF. At the same time ZnCl2 (0.2 g; 1.47 mmol) was heated to ˜110° C., in separate flask, in vacuo, cooled to room temperature under N2 and diluted to 4 ml with anhydrous THF. To it 0.5 M prop-1-ynyl-magnesium bromide in ... The reactants are BrC1=C(C=C(C(=S)NC[Si](C)(C)C)C=C1)Cl (4-bromo-3-chloro-N-trimethylsilanylmethyl-thiobenzamide), CI (methyl iodide), C(=O)([O-])[O-].[Cs+].[Cs+] (Cs2CO3), O (Water). Solvent: C1CCOC1 (THF). Run at temperature 40 celsius, time 1 hour. The product is CSC(C1=CC(=C(C=C1)Br)Cl)=NC[Si](C)(C)C (4-bromo-3-chloro-N-trimethylsilanylmethyl-thiobenzimidic acid methyl ester). Isolated yield 76.2%. RXN SMILES: [Br:1][C:2]1[CH:15]=[CH:14][C:5]([C:6]([NH:8][CH2:9][Si:10]([CH3:13])([CH3:12])[CH3:11])=[S:7])=[CH:4][C:3]=1[Cl:16].CI.[C:19]([O-])([O-])=O.[Cs+].[Cs+].O>C1COCC1>[CH3:19][S:7][C:6](=[N:8][CH2:9][Si:10]([CH3:12])([CH3:13])[CH3:11])[C:5]1[CH:14]=[CH:15][C:2]([Br:1])=[C:3]([Cl:16])[CH:4]=1 |f:2.3.4|. Reported procedure: To a solution of 4-bromo-3-chloro-N-trimethylsilanylmethyl-thiobenzamide (10.40 g, 30.88 mmol) in THF (200 mL) was added methyl iodide (5.77 mL, 13.15 g, 92.7 mmol) and Cs2CO3 (30.19 g, 92.7 mmol) at −5° C. After 1 h at this temperature, the mixture was heated at 40° C. and stirred over night. Water was added and the mixture was extracted three times with MTBE. The combined organic phases were dried over Na2SO4, filtered and concentrated in vacuum. The residue was purified by filtration over a s... Reactants: O[C@@H]1[C@@H](CCC1)OC1=NC(=NC2=CC=CC=C12)N1CCNCC1 (4-[cis-(2-hydroxycyclopentan-1-yl)oxy]-2-(1-piperazinyl)-quinazoline), C(C)(=O)O (acetic acid). Solvent: C(C)O (ethanol). The product is C(C)(=O)O.O[C@@H]1[C@@H](CCC1)OC1=NC(=NC2=CC=CC=C12)N1CCNCC1 (4-[cis-(2-hydroxycyclopentan-1-yl)oxy]-2-(1-piperazinyl)quinazoline monoacetate). Isolated yield 63.0%. RXN SMILES: [OH:1][C@H:2]1[CH2:6][CH2:5][CH2:4][C@H:3]1[O:7][C:8]1[C:17]2[C:12](=[CH:13][CH:14]=[CH:15][CH:16]=2)[N:11]=[C:10]([N:18]2[CH2:23][CH2:22][NH:21][CH2:20][CH2:19]2)[N:9]=1.[C:24]([OH:27])(=[O:26])[CH3:25]>C(O)C>[C:24]([OH:27])(=[O:26])[CH3:25].[OH:1][C@H:2]1[CH2:6][CH2:5][CH2:4][C@H:3]1[O:7][C:8]1[C:17]2[C:12](=[CH:13][CH:14]=[CH:15][CH:16]=2)[N:11]=[C:10]([N:18]2[CH2:19][CH2:20][NH:21][CH2:22][CH2:23]2)[N:9]=1 |f:3.4|. Reported procedure: 4-[cis-(2-Hydroxycyclopentan-1-yl)oxy]-2-(1-piperazinyl)quinazoline (cf. Example 3) (0.6 g) is dissolved in ethanol (10 ml), and thereto is added acetic acid (0.14 g). Undissolved material is filtered off, and the mixture is evaporated to dryness under reduced pressure. The resulting residue is further recrystallized from acetone to give 4-[cis-(2-hydroxycyclopentan-1-yl)oxy]-2-(1-piperazinyl)quinazoline monoacetate (0.45 g) as crystals. The reactants are CCNCC, O=C(Cl)C(=O)Cl, ClCCl, O=C(O)c1ccc(F)c(F)c1, CN(C)C=O. The product is CCN(CC)C(=O)c1ccc(F)c(F)c1. Reaction SMILES: [CH2:23]([CH3:24])[NH:25][CH2:26][CH3:27].[Cl:17][C:18]([C:19]([Cl:20])=[O:21])=[O:22].[Cl:28][CH2:29][Cl:30].[F:1][c:2]1[cH:3][c:4]([C:5](=[O:6])[OH:7])[cH:8][cH:9][c:10]1[F:11].[O:12]=[CH:13][N:14]([CH3:15])[CH3:16]>>[F:1][c:2]1[cH:3][c:4]([C:5](=[O:7])[N:25]([CH2:23][CH3:24])[CH2:26][CH3:27])[cH:8][cH:9][c:10]1[F:11]. Reactants: N[C@H](CO)\C=C(/CC)\C1=CC=C(C=C1)Cl ((E)-(S)-2-amino-4-(4-chloro-phenyl)-hex-3-en-1-ol). The reagents and catalysts are [Pt] (Pt/C). Run in C(C)O (ethanol). Reaction conditions: time 16 hour. Yields the product N[C@H](CO)CC(CC)C1=CC=C(C=C1)Cl ((S)-2-amino-4-(4-chloro-phenyl)-hexan-1-ol). Reaction SMILES: [NH2:1][C@@H:2](/[CH:5]=[C:6](/[C:9]1[CH:14]=[CH:13][C:12]([Cl:15])=[CH:11][CH:10]=1)\[CH2:7][CH3:8])[CH2:3][OH:4]>C(O)C.[Pt]>[NH2:1][C@@H:2]([CH2:5][CH:6]([C:9]1[CH:10]=[CH:11][C:12]([Cl:15])=[CH:13][CH:14]=1)[CH2:7][CH3:8])[CH2:3][OH:4]. Procedure details: To a stirred solution of (E)-(S)-2-amino-4-(4-chloro-phenyl)-hex-3-en-1-ol (0.52 g) at r.t. in ethanol (30 ml) under an argon atmosphere was added 5% Pt/C (180 mg). The mixture was stirred at r.t. under a hydrogen atmosphere for 16 hrs. The catalyst was filtered off and the filtrate was concentrated in vacuo. The residue was purified by column chromatography (SiO2; gradient: heptane/EtOAc) to give (S)-2-amino-4-(4-chloro-phenyl)-hexan-1-ol (mainly one epimer) (0.157 g, 30%) as colourless oil. MS... Starting materials: NC1=NC=NN2C1=C(C(=C2)C(=O)NCC(F)(F)F)C2=CC=C(C=C2)NC2=NC=1C(=NC(=CC1)Cl)N2 (4-amino-5-{4-[(5-chloro-3H-imidazo[4,5-b]pyridin-2-yl)amino]phenyl}-N-(2,2,2-trifluoroethyl)pyrrolo[2,1-f][1,2,4]triazine-6-carboxamide), B(C=1C=CC(=CC1)C)(O)O (p-tolylboronic acid), C([O-])([O-])=O.[K+].[K+] (potassium carbonate), 1,1′-bis(diphenylphosphino)ferrocinepalladium. Solvent: CN(C)C=O (DMF). Conditions: temperature 150 celsius. Product: NC1=NC=NN2C1=C(C(=C2)C(=O)NCC(F)(F)F)C2=CC=C(C=C2)NC2=NC=1C(=NC(=CC1)C1=CC=C(C=C1)C)N2 (4-amino-5-(4-{[5-(4-methylphenyl)-3H-imidazo[4,5-b]pyridin-2-yl]amino}phenyl)-N-(2,2,2-trifluoroethyl)pyrrolo[2,1-f][1,2,4]triazine-6-carboxamide). The yield is 10.6%. Reaction SMILES: [NH2:1][C:2]1[C:7]2=[C:8]([C:19]3[CH:24]=[CH:23][C:22]([NH:25][C:26]4[NH:35][C:29]5=[N:30][C:31](Cl)=[CH:32][CH:33]=[C:28]5[N:27]=4)=[CH:21][CH:20]=3)[C:9]([C:11]([NH:13][CH2:14][C:15]([F:18])([F:17])[F:16])=[O:12])=[CH:10][N:6]2[N:5]=[CH:4][N:3]=1.B(O)(O)[C:37]1[CH:38]=[CH:39][C:40]([CH3:43])=[CH:41][CH:42]=1.C(=O)([O-])[O-].[K+].[K+]>CN(C=O)C>[NH2:1][C:2]1[C:7]2=[C:8]([C:19]3[CH:24]=[CH:23][C:22]([NH:25][C:26]4[NH:35][C:29]5=[N:30][C:31]([C:37]6[CH:42]=[CH:41][C:40]([CH3:43])=[CH:39][CH:38]=6)=[CH:32][CH:33]=[C:28]5[N:27]=4)=[CH:21][CH:20]=3)[C:9]([C:11]([NH:13][CH2:14][C:15]([F:18])([F:17])[F:16])=[O:12])=[CH:10][N:6]2[N:5]=[CH:4][N:3]=1 |f:2.3.4|. Procedure: To a mixture of 4-amino-5-{4-[(5-chloro-3H-imidazo[4,5-b]pyridin-2-yl)amino]phenyl}-N-(2,2,2-trifluoroethyl)pyrrolo[2,1-f][1,2,4]triazine-6-carboxamide (50 mg, 0.1 mmol), p-tolylboronic acid (27 mg, 0.2 mmol), potassium carbonate (82 mg, 0.6 mmol), in DMF was added 1,1′-bis(diphenylphosphino)ferrocinepalladium (II) chloride (7.3 mg, 0.01 mmol). The mixture was then degassed using nitrogen for 10 min, and then heated (150° C.) in a microwave for 15 min. After cooling to room temperature, the mixt... Starting materials: N1C=NC=C1 (imidazole), lithium enolate, C(C)(=O)OC(C)(C)C (tert-butyl acetate), C(CCC)[Li] (n-butyllithium), solution, C(C)(C)NC(C)C (diisopropylamine), C(=O)(OCC1=CC=CC=C1)N[C@@H](C(C)(C)C)C(=O)O (CBZ-L-tert-leucine), C(=O)(N1C=NC=C1)N1C=NC=C1 (1,1'-carbonyldiimidazole). Solvent: C1CCOC1 (THF), hexanes, C1CCOC1 (THF), C1CCOC1 (THF). Run at temperature 23 celsius, time 1 hour. Product: C(C)(C)(C)OC(CC(C(C(C)(C)C)NC(=O)OCC1=CC=CC=C1)=O)=O (4-benzyloxycarbonylamino-5,5-dimethyl-3-oxo hexanoic acid tert-butyl ester). Isolated yield 42.9%. RXN SMILES: [C:1]([NH:11][C@H:12]([C:17]([OH:19])=O)[C:13]([CH3:16])([CH3:15])[CH3:14])([O:3][CH2:4][C:5]1[CH:10]=[CH:9][CH:8]=[CH:7][CH:6]=1)=[O:2].C(N1C=CN=C1)(N1C=CN=C1)=O.C([Li])CCC.C(NC(C)C)(C)C.[C:44]([O:47][C:48]([CH3:51])([CH3:50])[CH3:49])(=[O:46])[CH3:45].N1C=CN=C1>C1COCC1>[C:48]([O:47][C:44](=[O:46])[CH2:45][C:17](=[O:19])[CH:12]([NH:11][C:1]([O:3][CH2:4][C:5]1[CH:6]=[CH:7][CH:8]=[CH:9][CH:10]=1)=[O:2])[C:13]([CH3:14])([CH3:15])[CH3:16])([CH3:51])([CH3:50])[CH3:49]. Reported procedure: To a solution of CBZ-L-tert-leucine (20.53 g, 77.4 mmol, 1 equiv) in THF (150 mL) was added 1,1'-carbonyldiimidazole (13.81 g, 85.14 mmol, 1.1 equiv) at 23° C. The resulting solution was stirred at 23° C. for 1 h. In a separate flask, n-butyllithium (101.59 mL of a 1.6 M solution in hexanes, 162.54 mmol, 2.1 equiv) was added to a solution of diisopropylamine (22.78 mL, 162.54 mmol, 2.1 equiv) in THF (100 mL) at -78° C. The reaction mixture was stirred for 15 min at -78° C., warmed to 0° C. for 5...